This data is from the Open Reaction Database (ORD), a public repository of structured organic reaction records. The task is: describe an organic reaction: reactants, conditions, products, and yield The reactants are C(C)OC(C=CC1=CC=CC2=CC=CC=C12)=O (3-(naphthalen-1-yl)-acrylic acid ethylester), α, CC(S(=O)(=O)C1=CC=C(C)C=C1)[N+]#[C-] (methyltosylmethylisocyanide), CC(C)([O-])C.[K+] (potassium t-butoxide), O (water). Run in O1CCCC1 (tetrahydrofuran), O1CCCC1 (tetrahydrofuran). Yields the product C(C)OC(=O)C1=CNC(=C1C1=CC=CC2=CC=CC=C12)C (3-ethoxycarbonyl-5-methyl-4-(naphthalen-1-yl)-1H-pyrrole). Yield: 66.0%. Reaction SMILES: [CH2:1]([O:3][C:4](=[O:17])[CH:5]=[CH:6][C:7]1[C:16]2[C:11](=[CH:12][CH:13]=[CH:14][CH:15]=2)[CH:10]=[CH:9][CH:8]=1)[CH3:2].[CH3:18][CH:19]([N+:30]#[C-:31])S(C1C=CC(C)=CC=1)(=O)=O.CC(C)([O-])C.[K+].O>O1CCCC1>[CH2:1]([O:3][C:4]([C:5]1[C:6]([C:7]2[C:16]3[C:11](=[CH:12][CH:13]=[CH:14][CH:15]=3)[CH:10]=[CH:9][CH:8]=2)=[C:19]([CH3:18])[NH:30][CH:31]=1)=[O:17])[CH3:2] |f:2.3|. Procedure details: 4.3 g(18.9 mmol) of 3-(naphthalen-1-yl)-acrylic acid ethylester prepared in Preparation 6-1) and 3.95 g(18.9 mmol) of α -methyltosylmethylisocyanide disclosed in A. M. van Leusen, et al., Tetrahedron Letter, 1975, 40, 3487 were dissoved in 100 ml of tetrahydrofuran. 2.55 g(22.7 mmol) of potassium t-butoxide dissolved in 100 ml of tetrahydrofuran was slowly added thereto, which was then refluxed for 30 minutes. To the reaction solution was added 100 ml of water to stop the reaction and the solven...